From a dataset of the Open Reaction Database (ORD), a public repository of structured organic reaction records. describe an organic reaction: reactants, conditions, products, and yield Reactants: C(C)(C)(C)OC(=O)N1CCC(CC1)=O (4-oxo-piperidine-1-carboxylic acid tert-butyl ester), CC1=CC=C(C=C1)C=C[N+](=O)[O-] (1-methyl-4-(2-nitro-vinyl)-benzene). The solvent is C(CCC)N (butylamine). Yields the product C(CCC)N1C=C(C=2CNCCC21)C2=CC=C(C=C2)C (1-Butyl-3-p-tolyl-4,5,6,7-tetrahydro-1H-pyrrolo[3,2-c]pyridine). Yield: 77.6%. RXN SMILES: C(OC([N:8]1[CH2:13][CH2:12][C:11](=O)[CH2:10][CH2:9]1)=O)(C)(C)C.[CH3:15][C:16]1[CH:21]=[CH:20][C:19]([CH:22]=[CH:23][N+:24]([O-])=O)=[CH:18][CH:17]=1>C(N)CCC>[CH2:9]([N:24]1[C:11]2[CH2:10][CH2:9][NH:8][CH2:13][C:12]=2[C:22]([C:19]2[CH:20]=[CH:21][C:16]([CH3:15])=[CH:17][CH:18]=2)=[CH:23]1)[CH2:10][CH2:11][CH3:12]. Reported procedure: The title compound (292.8 mg) was prepared from 0.56 g of 4-oxo-piperidine-1-carboxylic acid tert-butyl ester, 260 μL of butylamine, and 0.45 g of 1-methyl-4-(2-nitro-vinyl)-benzene. MS (ESI): exact mass calculated for C18H24N2, 268.19; found, m/z 269.2 [M+H]+. 1H NMR (500 MHz, CD3OD): 7.20-7.14 (m, 4H), 6.93 (s, 1H), 4.32 (s, 2H), 3.88 (t, J=7.1 Hz, 2H), 3.56 (t, J=6.0 Hz, 2H), 3.00 (t, J=6.0 Hz, 2H), 2.32 (s, 3H), 1.77-1.70 (m, 2H), 1.41-1.33 (m, 2H), 0.97 (t, J=7.4 Hz, 3H). Reactants: CC(=O)Cl, CCN(C(C)C)C(C)C, CC(Cl)Cl, Nc1cc(Br)cc(C(=O)c2cccnc2)c1, O. Product: CC(=O)Nc1cc(Br)cc(C(=O)c2cccnc2)c1. As a reaction SMILES: [CH3:26][C:27]([Cl:28])=[O:29].[CH:17]([N:18]([CH:19]([CH3:20])[CH3:21])[CH2:22][CH3:23])([CH3:24])[CH3:25].[Cl:31][CH:32]([Cl:33])[CH3:34].[NH2:1][c:2]1[cH:3][c:4]([C:9](=[O:10])[c:11]2[cH:12][n:13][cH:14][cH:15][cH:16]2)[cH:5][c:6]([Br:8])[cH:7]1.[OH2:30]>>[NH:1]([c:2]1[cH:3][c:4]([C:9](=[O:10])[c:11]2[cH:12][n:13][cH:14][cH:15][cH:16]2)[cH:5][c:6]([Br:8])[cH:7]1)[C:27]([CH3:26])=[O:29]. Starting materials: [Cl-], O=C(O)c1cc(Cl)c(Cl)[nH]1, Nc1ccc(Cl)cc1Cl, O=S(Cl)Cl, c1ccncc1, c1ccccc1. The product is O=C(Nc1ccc(Cl)cc1Cl)c1cc(Cl)c(Cl)[nH]1. As a reaction SMILES: [Cl-:11].[Cl:1][c:2]1[cH:3][c:4]([C:8](=[O:9])[OH:10])[nH:5][c:6]1[Cl:7].[NH2:16][c:17]1[cH:18][cH:19][c:20]([Cl:21])[cH:22][c:23]1[Cl:24].[S:12]([Cl:13])([Cl:14])=[O:15].[cH:25]1[cH:26][cH:27][n:28][cH:29][cH:30]1.[cH:31]1[cH:32][cH:33][cH:34][cH:35][cH:36]1>>[Cl:1][c:2]1[cH:3][c:4]([C:8](=[O:10])[NH:16][c:17]2[cH:18][cH:19][c:20]([Cl:21])[cH:22][c:23]2[Cl:24])[nH:5][c:6]1[Cl:7]. The reactants are CN1CC2=C(NC=3C=CC(=CC23)Cl)CC1 (2,3,4,5-Tetrahydro-2-methyl-8-chloro-1H-pyrido[4,3-b]indole), CC1(OC1)C1=NC=NC=C1 (4-(2-Methyl-oxiranyl)-pyrimidine), [H-].[Na+] (Sodium hydride). Run in CN(C)C=O (DMF), CN(C)C=O (DMF), CCCCCC (hexane). Run at time 30 minute. Product: ClC1=CC=2C3=C(N(C2C=C1)CC(C)(O)C1=NC=NC=C1)CCN(C3)C (1-(8-chloro-2-methyl-3,4-dihydro-1H-pyrido[4,3-b]indol-5(2H)-yl)-2-(pyrimidin-4-yl)propan-2-ol). As a reaction SMILES: [H-].[Na+].[CH3:3][N:4]1[CH2:17][CH2:16][C:7]2[NH:8][C:9]3[CH:10]=[CH:11][C:12]([Cl:15])=[CH:13][C:14]=3[C:6]=2[CH2:5]1.[CH3:18][C:19]1([C:22]2[CH:27]=[CH:26][N:25]=[CH:24][N:23]=2)[CH2:21][O:20]1>CCCCCC.CN(C=O)C>[Cl:15][C:12]1[CH:11]=[CH:10][C:9]2[N:8]([CH2:18][C:19]([C:22]3[CH:27]=[CH:26][N:25]=[CH:24][N:23]=3)([OH:20])[CH3:21])[C:7]3[CH2:16][CH2:17][N:4]([CH3:3])[CH2:5][C:6]=3[C:14]=2[CH:13]=1 |f:0.1|. Reported procedure: Sodium hydride (275 mg, 11.45 mmol) was washed with hexane and dried under vacuum. DMF (4 mL) was added, resulting in a suspension. 2,3,4,5-Tetrahydro-2-methyl-8-chloro-1H-pyrido[4,3-b]indole (500 mg, 2.27 mmol) dissolved in DMF (2 mL) was added dropwise and the reaction mixture stirred for 30 min. at RT. 4-(2-Methyl-oxiranyl)-pyrimidine (620 mg, 4.55 mmol) dissolved in DMF (2 mL) was added dropwise and the reaction mixture was stirred overnight at RT. The progress of reaction was monitored by T... Starting materials: CCCCCCCCC=CCCCCCCCC(=O)O, CO, [Cl-], CCN(CCO)CCCC(C)Nc1ccnc2cc(Cl)ccc12, ClCCl. Product: CCCCCCCCC=CCCCCCCCC(=O)OCCN(CC)CCCC(C)Nc1ccnc2cc(Cl)ccc12. RXN SMILES: [C:25]([CH2:26][CH2:27][CH2:28][CH2:29][CH2:30][CH2:31][CH2:32][CH:33]=[CH:34][CH2:35][CH2:36][CH2:37][CH2:38][CH2:39][CH2:40][CH2:41][CH3:42])(=[O:43])[OH:44].[CH3:45][OH:46].[Cl-:24].[Cl:1][c:2]1[cH:3][cH:4][c:5]2[c:6]([NH:12][CH:13]([CH2:14][CH2:15][CH2:16][N:17]([CH2:18][CH2:19][OH:20])[CH2:21][CH3:22])[CH3:23])[cH:7][cH:8][n:9][c:10]2[cH:11]1.[Cl:47][CH2:48][Cl:49]>>[Cl:1][c:2]1[cH:3][cH:4][c:5]2[c:6]([NH:12][CH:13]([CH2:14][CH2:15][CH2:16][N:17]([CH2:18][CH2:19][O:20][C:25]([CH2:26][CH2:27][CH2:28][CH2:29][CH2:30][CH2:31][CH2:32][CH:33]=[CH:34][CH2:35][CH2:36][CH2:37][CH2:38][CH2:39][CH2:40][CH2:41][CH3:42])=[O:43])[CH2:21][CH3:22])[CH3:23])[cH:7][cH:8][n:9][c:10]2[cH:11]1. The reactants are COC(C(C1=C(NN(C1=O)C1=CC=C(C=C1)C(F)(F)F)C)(C(F)(F)F)O)=O (2,5-dihydro-α-hydroxy-3-methyl-5-oxo-α-trifluoromethyl-1-(4-trifluoromethylphenyl)-1H-pyrazole-4-acetic acid methyl ester), S(=O)(Cl)Cl (thionyl chloride). Solvent: C1(=CC=CC=C1)C (toluene). The product is COC(C(C(F)(F)F)=C1C(=NN(C1=O)C1=CC=C(C=C1)C(F)(F)F)C)=O (2-[1,5-dihydro-3-methyl-5-oxo-1-(4-trifluoromethylphenyl)-4H-pyrazol-4-ylidene]-3,3,3-trifluoro-propanoic acid methyl ester), solid. Reaction SMILES: [CH3:1][O:2][C:3](=[O:27])[C:4](O)([C:22]([F:25])([F:24])[F:23])[C:5]1[C:9](=[O:10])[N:8]([C:11]2[CH:16]=[CH:15][C:14]([C:17]([F:20])([F:19])[F:18])=[CH:13][CH:12]=2)[NH:7][C:6]=1[CH3:21].S(Cl)(Cl)=O>C1(C)C=CC=CC=1>[CH3:1][O:2][C:3](=[O:27])[C:4](=[C:5]1[C:9](=[O:10])[N:8]([C:11]2[CH:16]=[CH:15][C:14]([C:17]([F:19])([F:20])[F:18])=[CH:13][CH:12]=2)[N:7]=[C:6]1[CH3:21])[C:22]([F:25])([F:24])[F:23]. Reported procedure: To a toluene solution (5 ml) of 2,5-dihydro-α-hydroxy-3-methyl-5-oxo-α-trifluoromethyl-1-(4-trifluoromethylphenyl)-1H-pyrazole-4-acetic acid methyl ester (180 mg, 0.5 mmol), thionyl chloride (0.365 ml, 5.0 mmol) was added and the mixture was stirred under reflux for 3 hours. After concentrating the liquid reaction mixture under reduced pressure, the title compound was obtained as a reddish brown solid (171 mg). Yields the product ClC1=C(CNCC(C)C2=C(C=CC=C2)Cl)C=CC=C1C(F)(F)F (N-(2-Chloro-3-trifluoromethylbenzyl)-2-(2-chlorophenyl)propylamine). Conditions: time 90 minute. Reaction SMILES: [Cl:1][C:2]1[C:20]([C:21]([F:24])([F:23])[F:22])=[CH:19][CH:18]=[CH:17][C:3]=1[CH2:4][NH:5][C:6](=O)[CH:7]([C:9]1[CH:14]=[CH:13][CH:12]=[CH:11][C:10]=1[Cl:15])[CH3:8].[H-].C([Al+]CC(C)C)C(C)C.[C@H](O)(C([O-])=O)[C@@H](O)C([O-])=O.[Na+].[K+]>C1(C)C=CC=CC=1.CCCCCC.CCOCC>[Cl:1][C:2]1[C:20]([C:21]([F:24])([F:22])[F:23])=[CH:19][CH:18]=[CH:17][C:3]=1[CH2:4][NH:5][CH2:6][CH:7]([C:9]1[CH:14]=[CH:13][CH:12]=[CH:11][C:10]=1[Cl:15])[CH3:8] |f:1.2,3.4.5|. Solvent: C1(=CC=CC=C1)C (toluene), CCCCCC (hexane), CCOCC (Et2O). Procedure details: A solution of N-(2-chloro-3-trifluoromethylbenzyl)-2-(2-chlorophenyl)propionamide (265 mg, 0.7 mmole) in 40 mL of toluene was treated with diisobutyl aluminum hydride (5 mL of a 1N solution in hexane), and the reaction was stirred for 90 minutes. The reaction was diluted with 20 mL of Et2O, a concentrated aqueous solution of Rochelle salt was added, and the mixture stirred for 60 minutes, at which time the emulsion had broken apart. The organic layer was separated, washed with H2O, aqueous Roche... The reactants are [C@@H]([C@H](C(=O)[O-])O)(C(=O)[O-])O.[Na+].[K+] (Rochelle salt), ClC1=C(CNC(C(C)C2=C(C=CC=C2)Cl)=O)C=CC=C1C(F)(F)F (N-(2-chloro-3-trifluoromethylbenzyl)-2-(2-chlorophenyl)propionamide), [H-].C(C(C)C)[Al+]CC(C)C (diisobutyl aluminum hydride), solution.